Dataset: the Open Reaction Database (ORD), a public repository of structured organic reaction records. Task: describe an organic reaction: reactants, conditions, products, and yield The reactants are CCOCCOc1cccc2oc(C(=O)O)cc(=O)c12, CN1CCNCC1, CCOC(C)=O, ClC(Cl)Cl, BrP(Br)Br. Yields the product CCOCCOc1cccc2oc(C(=O)N3CCN(C)CC3)cc(=O)c12. As a reaction SMILES: [CH2:8]([CH3:9])[O:10][CH2:11][CH2:12][O:13][c:14]1[c:15]2[c:16](=[O:27])[cH:17][c:18]([C:24](=[O:25])[OH:26])[o:19][c:20]2[cH:21][cH:22][cH:23]1.[CH3:1][N:2]1[CH2:3][CH2:4][NH:5][CH2:6][CH2:7]1.[CH3:32][CH2:33][O:34][C:35](=[O:36])[CH3:37].[CH:38]([Cl:39])([Cl:40])[Cl:41].[P:28]([Br:29])([Br:30])[Br:31]>>[CH3:1][N:2]1[CH2:3][CH2:4][N:5]([C:24]([c:18]2[cH:17][c:16](=[O:27])[c:15]3[c:14]([O:13][CH2:12][CH2:11][O:10][CH2:8][CH3:9])[cH:23][cH:22][cH:21][c:20]3[o:19]2)=[O:25])[CH2:6][CH2:7]1. Reactants: C1(CC1)C=1C=C(C2=C(N1)NN=C2)C(=O)OCC (ethyl 6-cyclopropyl-1H-pyrazolo[3,4-b]pyridine-4-carboxylate), [OH-].[Na+] (Sodium hydroxide), [H-].[Na+] (sodium hydride), ICC (iodoethane). Solvent: CN(C)C=O (DMF). Run at time 15 minute. Yields the product C1(CC1)C=1C=C(C2=C(N1)N(N=C2)CC)C(=O)O (6-Cyclopropyl-1-ethyl-1H-pyrazolo[3,4-b]pyridine-4-carboxylic acid). Reaction SMILES: [CH:1]1([C:4]2[CH:5]=[C:6]([C:13]([O:15]CC)=[O:14])[C:7]3[CH:12]=[N:11][NH:10][C:8]=3[N:9]=2)[CH2:3][CH2:2]1.[H-].[Na+].I[CH2:21][CH3:22].[OH-].[Na+]>CN(C=O)C>[CH:1]1([C:4]2[CH:5]=[C:6]([C:13]([OH:15])=[O:14])[C:7]3[CH:12]=[N:11][N:10]([CH2:21][CH3:22])[C:8]=3[N:9]=2)[CH2:2][CH2:3]1 |f:1.2,4.5|. Reported procedure: To a solution of ethyl 6-cyclopropyl-1H-pyrazolo[3,4-b]pyridine-4-carboxylate (200 mg, 0.865 mmol) in DMF (10 mL) was carefully added sodium hydride (29.1 mg, 1.211 mmol). After 15 minutes stirring, iodoethane (0.077 mL, 0.951 mmol) was added and the mixture stirred at room temperature for 2 hr. Sodium hydroxide (1 mL, 1.000 mmol) was added and the mixture allowed to stir at room temperature for 1 h. The contents were concentrated in vacuo. The crude residue was diluted with water (50 mL) and ac... Starting materials: C1(CCCCC1)C1=CC=C(C(=O)N2CC=3N(CC4=C2C=CC=C4)C(=CC3)C(=O)Cl)C=C1 (10-(4-cyclohexyl-benzoyl)-10,11-dihydro-5H-pyrrolo[2,1-c][1,4]benzodiazepine-3-carbonyl chloride), Example 23, C(C)(C)N(C(C)C)CC (N,N-diisopropylethyl amine), COC1=CC=C(N)C=C1 (4-methoxy aniline). Solvent: ClCCl (dichloromethane). Conditions: time 8 hour. Product: COC1=CC=C(C=C1)NC(=O)C1=CC=C2CN(C3=C(CN21)C=CC=C3)C(C3=CC=C(C=C3)C3CCCCC3)=O (10-(4-Cyclohexyl-benzoyl)-10,11-dihydro-5H-pyrrolo[2,1-c][1,4]benzodiazepine-3-carboxylic acid (4-methoxy-phenyl)-amide). Reaction SMILES: [CH:1]1([C:7]2[CH:31]=[CH:30][C:10]([C:11]([N:13]3[C:19]4[CH:20]=[CH:21][CH:22]=[CH:23][C:18]=4[CH2:17][N:16]4[C:24]([C:27](Cl)=[O:28])=[CH:25][CH:26]=[C:15]4[CH2:14]3)=[O:12])=[CH:9][CH:8]=2)[CH2:6][CH2:5][CH2:4][CH2:3][CH2:2]1.C(N(CC)C(C)C)(C)C.[CH3:41][O:42][C:43]1[CH:49]=[CH:48][C:46]([NH2:47])=[CH:45][CH:44]=1>ClCCl>[CH3:41][O:42][C:43]1[CH:49]=[CH:48][C:46]([NH:47][C:27]([C:24]2[N:16]3[C:15]([CH2:14][N:13]([C:11](=[O:12])[C:10]4[CH:9]=[CH:8][C:7]([CH:1]5[CH2:2][CH2:3][CH2:4][CH2:5][CH2:6]5)=[CH:31][CH:30]=4)[C:19]4[CH:20]=[CH:21][CH:22]=[CH:23][C:18]=4[CH2:17]3)=[CH:26][CH:25]=2)=[O:28])=[CH:45][CH:44]=1. Reported procedure: The crude 10-(4-cyclohexyl-benzoyl)-10,11-dihydro-5H-pyrrolo[2,1-c][1,4]benzodiazepine-3-carbonyl chloride prepared in the manner of Example 23 (1.0 g) was added to a stirred mixture of N,N-diisopropylethyl amine (0.31 g) and 4-methoxy aniline (0.35 g) in dichloromethane (25 mL). After stirring overnight at room temperature the reaction mixture was washed with water and saturated aqueous sodium bicarbonate, and dried over anhydrous sodium sulfate. The solution was filtered through a short column... Starting materials: C([O-])([O-])=O.[K+].[K+] (potassium carbonate), C(C=C)Br (allyl bromide), COC=1C=C2C[C@@H](C2=CC1OC)CN ({[(7S)-3,4-dimethoxybicyclo[4.2.0]octa-1,3,5-trien-7-yl]methyl}amine). Run in CC(=O)C (acetone). Run at time 60 hour. Product: COC=1C=C2C[C@@H](C2=CC1OC)CNCC=C (N-{[(7S)-3,4-Dimethoxybicyclo[4.2.0]octa-1,3,5-trien-7-yl]-methyl}prop-2-en-1-amine). As a reaction SMILES: [CH3:1][O:2][C:3]1[CH:4]=[C:5]2[C:8](=[CH:9][C:10]=1[O:11][CH3:12])[C@@H:7]([CH2:13][NH2:14])[CH2:6]2.C(=O)([O-])[O-].[K+].[K+].[CH2:21](Br)[CH:22]=[CH2:23]>CC(C)=O>[CH3:1][O:2][C:3]1[CH:4]=[C:5]2[C:8](=[CH:9][C:10]=1[O:11][CH3:12])[C@@H:7]([CH2:13][NH:14][CH2:23][CH:22]=[CH2:21])[CH2:6]2 |f:1.2.3|. Reported procedure: To 3.9 g (20 mmol) of {[(7S)-3,4-dimethoxybicyclo[4.2.0]octa-1,3,5-trien-7-yl]methyl}amine in 40 mL of acetone, at ambient temperature, there are added, all at once, 4.1 g (30 mmol/1.5 eq.) of potassium carbonate, and then there are quickly added dropwise 1.9 mL (22 mmol/1.1 eq.) of allyl bromide. Stirring is carried out at ambient temperature for 60 hours; the salts are then filtered off and the filtrate is concentrated. The residue (4.8 g) is chromatographed over 300 g of silica (eluant: dichl... Reactants: N(CCO)CCO (Diethanolamine), [N+](=O)([O-])[O-].[Ag+] (silver nitrate), CCOCC (ether), C(C)C(C(=O)O)C(=O)C (α-ethylacetoacetic acid). The solvent is O (water), O (water). Yields the product CC(C(=O)[O-])C(=O)C.[Ag+] (silver α-methylacetoacetate), precipitate. As a reaction SMILES: N(CCO)CCO.CCOCC.[CH2:13]([CH:15]([C:19]([CH3:21])=[O:20])[C:16]([OH:18])=[O:17])C.[N+]([O-])([O-])=O.[Ag+:26]>O>[CH3:13][CH:15]([C:19]([CH3:21])=[O:20])[C:16]([O-:18])=[O:17].[Ag+:26] |f:3.4,6.7|. Procedure: Diethanolamine (4.4 g) was dissolved in water (5 mL), and this solution was added to the ether solution of α-ethylacetoacetic acid while cooling with ice. Next, a solution of silver nitrate (6.8 g) dissolved in water (8 mL) was added dropwise. The white precipitate that precipitated was filtered off, washed with ice water and then isopropanol, and dried, yielding silver α-methylacetoacetate as a white precipitate (yield 6.7 g). FIG. 6 shows the infrared absorption spectrum (IR) of the silver α-m... Starting materials: CC(C)(C)O, Cn1c(-c2ccncc2)c(C=O)c(=O)n1-c1ccccc1, CC=C(C)C, [O-][Cl+][O-], [Na+], O. The product is Cn1c(-c2ccncc2)c(C(=O)O)c(=O)n1-c1ccccc1. As a reaction SMILES: [C:31]([OH:32])([CH3:33])([CH3:34])[CH3:35].[CH3:1][n:2]1[n:3](-[c:16]2[cH:17][cH:18][cH:19][cH:20][cH:21]2)[c:4](=[O:15])[c:5]([CH:13]=[O:14])[c:6]1-[c:7]1[cH:8][cH:9][n:10][cH:11][cH:12]1.[CH3:22][C:23](=[CH:24][CH3:25])[CH3:26].[Cl+:27]([O-:28])[O-:29].[Na+:30].[OH2:36]>>[CH3:1][n:2]1[n:3](-[c:16]2[cH:17][cH:18][cH:19][cH:20][cH:21]2)[c:4](=[O:15])[c:5]([C:13](=[O:14])[OH:28])[c:6]1-[c:7]1[cH:8][cH:9][n:10][cH:11][cH:12]1.